This data is from the Open Reaction Database (ORD), a public repository of structured organic reaction records. The task is: describe an organic reaction: reactants, conditions, products, and yield Starting materials: C1(CC1)NC(C1=CC(=C(C(=C1)F)C)C=1C=C2C(=CN(C(C2=CC1)=O)CC1CC1)C=O)=O (N-Cyclopropyl-3-(2-(cyclopropylmethyl)-4-formyl-1-oxo-1,2-dihydroisoquinolin-6-yl)-5-fluoro-4-methylbenzamide), C(C)[C@@H]1N(CCNC1)C(=O)OC(C)(C)C ((S)-2-ethyl-piperazine-1-carboxylic acid, tert-butyl ester). Product: C1(CC1)NC(C1=CC(=C(C(=C1)F)C)C=1C=C2C(=CN(C(C2=CC1)=O)CC1CC1)CN1C[C@@H](NCC1)CC)=O ((S)—N-Cyclopropyl-3-(2-(cyclopropylmethyl)-4-((3-ethylpiperazin-1-yl)methyl)-1-oxo-1,2-dihydroisoquinolin-6-yl)-5-fluoro-4-methylbenzamide). RXN SMILES: [CH:1]1([NH:4][C:5](=[O:31])[C:6]2[CH:11]=[C:10]([F:12])[C:9]([CH3:13])=[C:8]([C:14]3[CH:15]=[C:16]4[C:21](=[CH:22][CH:23]=3)[C:20](=[O:24])[N:19]([CH2:25][CH:26]3[CH2:28][CH2:27]3)[CH:18]=[C:17]4[CH:29]=O)[CH:7]=2)[CH2:3][CH2:2]1.[CH2:32]([C@H:34]1[CH2:39][NH:38][CH2:37][CH2:36][N:35]1C(OC(C)(C)C)=O)[CH3:33]>>[CH:1]1([NH:4][C:5](=[O:31])[C:6]2[CH:11]=[C:10]([F:12])[C:9]([CH3:13])=[C:8]([C:14]3[CH:15]=[C:16]4[C:21](=[CH:22][CH:23]=3)[C:20](=[O:24])[N:19]([CH2:25][CH:26]3[CH2:27][CH2:28]3)[CH:18]=[C:17]4[CH2:29][N:38]3[CH2:37][CH2:36][NH:35][C@@H:34]([CH2:32][CH3:33])[CH2:39]3)[CH:7]=2)[CH2:2][CH2:3]1. Procedure: The title compound was prepared as a solid according to the method of Example 81 using the product of Example 75 step i) and (S)-2-ethyl-piperazine-1-carboxylic acid, tert-butyl ester. The reactants are COC([C@H]1N(C[C@@H](C1)OS(=O)(=O)C)C(=O)OC(C)(C)C)=O ((2S,4R)-N-tert-butoxycarbonyl-4-methanesulfonyloxyproline methyl ester), C(C)(=O)O (Acetic acid), [Cl-].[Li+] (lithium chloride), [BH4-].[Na+] (sodium borohydride). The solvent is O1C(CCC1)CO (tetrahydrofuran--methanol), O (water), C(C)(=O)OCC (ethyl acetate). Reaction conditions: time 11 hour. The product is C(C)(C)(C)OC(=O)N1[C@@](C(=O)O)(C[C@H](C1)OS(=O)(=O)C)CO ((2S,4R)-N-tert-butoxycarbonyl-2-hydroxymethyl-4-methanesulfonyloxyproline). As a reaction SMILES: C[O:2][C:3](=[O:21])[C@@H:4]1[CH2:8][C@@H:7]([O:9][S:10]([CH3:13])(=[O:12])=[O:11])[CH2:6][N:5]1[C:14]([O:16][C:17]([CH3:20])([CH3:19])[CH3:18])=[O:15].[Cl-].[Li+].[BH4-].[Na+].[C:26](O)(=[O:28])C>O1CCCC1CO.O.C(OCC)(=O)C>[C:17]([O:16][C:14]([N:5]1[CH2:6][C@H:7]([O:9][S:10]([CH3:13])(=[O:12])=[O:11])[CH2:8][C@:4]1([CH2:26][OH:28])[C:3]([OH:2])=[O:21])=[O:15])([CH3:20])([CH3:19])[CH3:18] |f:1.2,3.4|. Procedure details: To a solution of (2S,4R)-N-tert-butoxycarbonyl-4-methanesulfonyloxyproline methyl ester (10.0 g, 30.9 mmol) in tetrahydrofuran--methanol (1:1, 100 ml) were successively added lithium chloride (3.93 g, 92.8 mmol) and sodium borohydride (3.51 g, 92.8 mmol). The reaction solution was stirred at room temperature for 11 h. Acetic acid (2 ml) was added to the reaction solution, and ethyl acetate and water were added thereto. The mixture was concentrated in vacuo. The residue was dissolved in water and...